From a dataset of the Open Reaction Database (ORD), a public repository of structured organic reaction records. describe an organic reaction: reactants, conditions, products, and yield Starting materials: CS(=O)(=O)C1=CC=C(C=C1)N1[C@H](C(=O)O)CCC1 (1-[4-(methylsulfonyl)phenyl]proline), C(OCC(C)C)(=O)Cl (2-methylpropyl chlorocarbonate), C(O)([O-])=O.[Na+] (sodium hydrogen carbonate), NC1=C(SC(=C1)Br)C(=O)N (3-amino-5-bromothiophene-2-carboxamide). The solvent is O1CCCC1 (tetrahydrofuran), C(C)N(CC)CC (triethylamine), C(C)(=O)OCC (Ethyl acetate). Reaction SMILES: [CH3:1][S:2]([C:5]1[CH:10]=[CH:9][C:8]([N:11]2[CH2:18][CH2:17][CH2:16][C@H:12]2[C:13]([OH:15])=O)=[CH:7][CH:6]=1)(=[O:4])=[O:3].C(Cl)(=O)OCC(C)C.[NH2:27][C:28]1[CH:32]=[C:31]([Br:33])[S:30][C:29]=1[C:34]([NH2:36])=[O:35].C(=O)([O-])O.[Na+]>O1CCCC1.C(OCC)(=O)C.C(N(CC)CC)C>[Br:33][C:31]1[S:30][C:29]([C:34](=[O:35])[NH2:36])=[C:28]([NH:27][C:13](=[O:15])[C@@H:12]2[CH2:16][CH2:17][CH2:18][N:11]2[C:8]2[CH:7]=[CH:6][C:5]([S:2]([CH3:1])(=[O:3])=[O:4])=[CH:10][CH:9]=2)[CH:32]=1 |f:3.4|. Procedure: To a solution of 1-[4-(methylsulfonyl)phenyl]proline (512 mg) and triethylamine (0.314 mL) in tetrahydrofuran (10 mL) was added 2-methylpropyl chlorocarbonate (0.259 mL) at 0° C., and the mixture was stirred at room temperature for 30 min. Thereafter, to the reaction system was added 3-amino-5-bromothiophene-2-carboxamide (200 mg) produced in Example 1, step D, and the mixture was stirred at 60° C. for 19 hr. Ethyl acetate (20 mL) and aqueous sodium hydrogen carbonate (10 mL) were added to the r... Reaction conditions: time 30 minute. Yields the product BrC1=CC(=C(S1)C(N)=O)NC([C@H]1N(CCC1)C1=CC=C(C=C1)S(=O)(=O)C)=O (N-(5-bromo-2-carbamoylthiophen-3-yl)-1-[4-(methylsulfonyl)phenyl]prolinamide). Reactants: CN(C)C=O (DMF), C(C)(=O)N1C(CN(C(C1)=O)C(C)=O)=O (1,4-diacetyl-piperazine-2,5-dione), N1=CC(=CC=C1)C=O (3-pyridinecarboxaldehyde), CC(C)([O-])C.[K+] (potassium tert-butoxide). Solvent: C(C)(C)(C)O (tert-butanol), O (water). Run at temperature 0 celsius, time 2 hour. The product is C(C)(=O)N1C(C(NC(C1)=O)=CC=1C=NC=CC1)=O (1-Acetyl-3-(pyridin-3-yl)methylene-piperazine-2,5-dione). Yield: 54.4%. RXN SMILES: CN(C=O)C.C([N:9]1[CH2:14][C:13](=[O:15])[N:12]([C:16](=[O:18])[CH3:17])[CH2:11][C:10]1=[O:19])(=O)C.[N:20]1[CH:25]=[CH:24][CH:23]=[C:22]([CH:26]=O)[CH:21]=1.CC(C)([O-])C.[K+]>C(O)(C)(C)C.O>[C:16]([N:12]1[CH2:11][C:10](=[O:19])[NH:9][C:14](=[CH:26][C:22]2[CH:21]=[N:20][CH:25]=[CH:24][CH:23]=2)[C:13]1=[O:15])(=[O:18])[CH3:17] |f:3.4|. Reported procedure: Add DMF (60 mL) to a mixture of 1,4-diacetyl-piperazine-2,5-dione (5.94 g, 30 mmol) and 3-pyridinecarboxaldehyde (12.84 g, 120 mmol). Cool to 0° C. Add portionwise over 20 min a solution of potassium tert-butoxide (3.36 g, 30 mmol) in tert-butanol (60 mL) to this solution. Warm to room temperature and stir for 2 h. Pour the mixture into water (400 mL) and filter. Wash with water three times, then with hexanes to obtain the title compound as a yellow powder (4.0 g, 54%): 1H NMR (DMSO-d6) δ 2.51 (... Reactants: C1=NC=CC2=CC=CC(=C12)CC(=O)O (2-(isoquinolin-8-yl)acetic acid), BrC=1C(=C(SC1)N)C1=NC=NN1 (4-bromo-3-(1H-1,2,4-triazol-5-yl)thiophen-2-amine). Yields the product BrC=1C(=C(SC1)NC(CC=1C=CC=C2C=CN=CC12)=O)C1=NC=NN1 (N-(4-Bromo-3-(1H-1,2,4-triazol-5-yl)thiophen-2-yl)-2-(isoquinolin-8-yl)acetamide). As a reaction SMILES: [CH:1]1[C:10]2[C:5](=[CH:6][CH:7]=[CH:8][C:9]=2[CH2:11][C:12]([OH:14])=O)[CH:4]=[CH:3][N:2]=1.[Br:15][C:16]1[C:17]([C:22]2[NH:26][N:25]=[CH:24][N:23]=2)=[C:18]([NH2:21])[S:19][CH:20]=1>>[Br:15][C:16]1[C:17]([C:22]2[NH:26][N:25]=[CH:24][N:23]=2)=[C:18]([NH:21][C:12](=[O:14])[CH2:11][C:9]2[CH:8]=[CH:7][CH:6]=[C:5]3[C:10]=2[CH:1]=[N:2][CH:3]=[CH:4]3)[S:19][CH:20]=1. Procedure: N-(4-Bromo-3-(1H-1,2,4-triazol-5-yl)thiophen-2-yl)-2-(isoquinolin-8-yl)acetamide was prepared from 2-(isoquinolin-8-yl)acetic acid (53 mg, 0.286 mmol) and 4-bromo-3-(1H-1,2,4-triazol-5-yl)thiophen-2-amine (35 mg, 0.143 mmol) according to protocol A. Retention time (min)=1.769, method [7], MS(ESI) 414.0 (M+H); 1H NMR (300 MHz, CD3OD) δ 9.84 (bs, 1H), 8.55 (bs, 1H), 8.41 (d, J=6.0 Hz, 1H), 8.26-8.23 (m, 2H), 8.18 (dd, J=8.1, 7.2 Hz, 1H), 7.99 (d, J=4.0 Hz, 1H), 7.09 (s, 1H), 4.61 (s, 2H). Yields the product O.Cl.N1(CCCCC1)CC1=NN=C2N1C1=CC=CC=C1C(N2CCC)=O (1-piperidinomethyl-4-n-propyl[1,2,4]triazolo[4,3-a]quinazolin-5(4H)-one hydrochloride monohydrate). Solvent: 1-1. Reported procedure: 5.0 g of 4-allyl-1-piperidinomethyl[1,2,4]triazolo[4,3-a]quinazolin-5(4H)-one, prepared as described in Example 33, were suspended in 300 ml of a 1-1 chloroform-ethanol mixture and 500 mg of 5% palladized carbon were added thereto. The resultant mixture was hydrogenated at room temperature for 1.5 hours until the calculated amount of hydrogen had been absorbed and the mixture was filtered. The filtrate was evaporated to dryness to obtain 4.3 g of the free base as a colorless solid. The free base... As a reaction SMILES: [CH2:1]([N:4]1[C:13](=[O:14])[C:12]2[C:7](=[CH:8][CH:9]=[CH:10][CH:11]=2)[N:6]2[C:15]([CH2:18][N:19]3[CH2:24][CH2:23][CH2:22][CH2:21][CH2:20]3)=[N:16][N:17]=[C:5]12)[CH:2]=[CH2:3].[H][H].C(Cl)(Cl)[Cl:28].C(O)C>>[OH2:14].[ClH:28].[N:19]1([CH2:18][C:15]2[N:6]3[C:7]4[C:12]([C:13](=[O:14])[N:4]([CH2:1][CH2:2][CH3:3])[C:5]3=[N:17][N:16]=2)=[CH:11][CH:10]=[CH:9][CH:8]=4)[CH2:24][CH2:23][CH2:22][CH2:21][CH2:20]1 |f:2.3,4.5.6|. Starting materials: C(C=C)N1C=2N(C3=CC=CC=C3C1=O)C(=NN2)CN2CCCCC2 (4-allyl-1-piperidinomethyl[1,2,4]triazolo[4,3-a]quinazolin-5(4H)-one), C(Cl)(Cl)Cl.C(C)O (chloroform ethanol), resultant mixture, [H][H] (hydrogen). Reactants: CC#N, Nc1nccc2c(Cl)c(Cl)oc12, O=C1CCC(=O)N1I. The product is Nc1ncc(I)c2c(Cl)c(Cl)oc12. Reaction SMILES: [CH3:21][C:22]#[N:23].[Cl:1][c:2]1[c:3]([Cl:12])[c:4]2[c:5]([c:6]([NH2:10])[n:7][cH:8][cH:9]2)[o:11]1.[I:13][N:14]1[C:15](=[O:16])[CH2:17][CH2:18][C:19]1=[O:20]>>[Cl:1][c:2]1[c:3]([Cl:12])[c:4]2[c:5]([c:6]([NH2:10])[n:7][cH:8][c:9]2[I:13])[o:11]1. Starting materials: CN(C)C=O, CN1CCCC1, CCO, Cl, Cl, NC1CNC1, Nc1nc(-n2cc(C(=O)O)c(=O)c3cc(F)c(F)c(Cl)c32)ccc1F. Yields the product Nc1nc(-n2cc(C(=O)O)c(=O)c3cc(F)c(N4CC(N)C4)c(Cl)c32)ccc1F. Reaction SMILES: [CH3:1][N:2]([CH3:3])[CH:4]=[O:5].[CH3:38][N:39]1[CH2:40][CH2:41][CH2:42][CH2:43]1.[CH3:44][CH2:45][OH:46].[ClH:31].[ClH:32].[NH2:33][CH:34]1[CH2:35][NH:36][CH2:37]1.[NH2:6][c:7]1[c:8]([F:30])[cH:9][cH:10][c:11](-[n:13]2[cH:14][c:15]([C:27](=[O:28])[OH:29])[c:16](=[O:26])[c:17]3[cH:18][c:19]([F:25])[c:20]([F:24])[c:21]([Cl:23])[c:22]23)[n:12]1>>[NH2:6][c:7]1[c:8]([F:30])[cH:9][cH:10][c:11](-[n:13]2[cH:14][c:15]([C:27](=[O:28])[OH:29])[c:16](=[O:26])[c:17]3[cH:18][c:19]([F:25])[c:20]([N:36]4[CH2:35][CH:34]([NH2:33])[CH2:37]4)[c:21]([Cl:23])[c:22]23)[n:12]1.